This data is from the Open Reaction Database (ORD), a public repository of structured organic reaction records. The task is: describe an organic reaction: reactants, conditions, products, and yield Starting materials: CCOC(=O)C (EtOAc), [BH4-].[Na+] (NaBH4), FC1=CC=C(C=C1)C1(OCC2=CC(=CC=C12)C#N)CCC=O (1-(4-fluorophenyl)-1-(3-oxopropyl)-1,3-dihydro-isobenzofuran-5-carbonitrile), C(C)(C)(C)S(=O)N ((−)-tert-butylsulfinamide), Ti (OEt)4, CCOC(=O)C (EtOAc). Solvent: [Cl-].[Na+].O (brine), CCCCCC (hexane), C1CCOC1 (THF), C1CCOC1 (THF), CCO (EtOH). Reaction conditions: time 10 minute. The product is C(#N)C=1C=C2COC(C2=CC1)(C1=CC=C(C=C1)F)CCCNS(=O)C(C)(C)C (2-Methyl-propane-2-sulfinic acid [3-[5-cyano-1-(4-fluorophenyl)-1,3-dihydro-isobenzofuran-1-yl]-propyl]-amide). Isolated yield 61.4%. As a reaction SMILES: [F:1][C:2]1[CH:7]=[CH:6][C:5]([C:8]2([CH2:19][CH2:20][CH:21]=O)[C:16]3[C:11](=[CH:12][C:13]([C:17]#[N:18])=[CH:14][CH:15]=3)[CH2:10][O:9]2)=[CH:4][CH:3]=1.[C:23]([S:27]([NH2:29])=[O:28])([CH3:26])([CH3:25])[CH3:24].CCOC(C)=O.[BH4-].[Na+]>C1COCC1.CCO.[Cl-].[Na+].O.CCCCCC>[C:17]([C:13]1[CH:12]=[C:11]2[C:16](=[CH:15][CH:14]=1)[C:8]([CH2:19][CH2:20][CH2:21][NH:29][S:27]([C:23]([CH3:26])([CH3:25])[CH3:24])=[O:28])([C:5]1[CH:4]=[CH:3][C:2]([F:1])=[CH:7][CH:6]=1)[O:9][CH2:10]2)#[N:18] |f:3.4,7.8.9|. Procedure details: 1-(4-fluorophenyl)-1-(3-oxopropyl)-1,3-dihydro-isobenzofuran-5-carbonitrile (3.0 g) was dissolved in THF (20 mL), followed by addition of (−)-tert-butylsulfinamide (1.5 g), and Ti (OEt)4 (20 mL, Aldrich) in EtOH. The reaction mixture was stirred at room temperature for 10 min, and 55° C. for 1 h. The reaction mixture was cooled to 5-10° C., was added brine (50 mL), and EtOAc (150 mL). The reaction mixture was stirred at room temperature for 10 min and filtered. The EtOAc layer in the filtrate wa... Reactants: ClCCl, CC1=C(C)C(=O)OC1=O, NC1CCC(O)CC1. Yields the product CC1=C(C)C(=O)N(C2CCC(O)CC2)C1=O. Reaction SMILES: [CH2:18]([Cl:19])[Cl:20].[CH3:1][C:2]1=[C:3]([CH3:9])[C:4](=[O:5])[O:6][C:7]1=[O:8].[NH2:10][CH:11]1[CH2:12][CH2:13][CH:14]([OH:17])[CH2:15][CH2:16]1>>[CH3:1][C:2]1=[C:3]([CH3:9])[C:4](=[O:6])[N:10]([CH:11]2[CH2:12][CH2:13][CH:14]([OH:17])[CH2:15][CH2:16]2)[C:7]1=[O:8]. Reactants: C(C)(C)C1=CNC2=CC=C(C=C12)OC1=C(C=C(C=O)C=C1Cl)Cl (4-(3-Isopropyl-1H-indol-5-yloxy)-3,5-dichloro-benzaldehyde), [BH4-].[Na+] (sodium borohydride). The product is C(C)(C)C1=CNC2=CC=C(C=C12)OC1=C(C=C(CO)C=C1Cl)Cl (4-(3-Isopropyl-1H-indol-5-yloxy)-3,5-dichlorobenzyl alcohol). Reaction SMILES: [CH:1]([C:4]1[C:12]2[C:7](=[CH:8][CH:9]=[C:10]([O:13][C:14]3[C:21]([Cl:22])=[CH:20][C:17]([CH:18]=[O:19])=[CH:16][C:15]=3[Cl:23])[CH:11]=2)[NH:6][CH:5]=1)([CH3:3])[CH3:2].[BH4-].[Na+]>>[CH:1]([C:4]1[C:12]2[C:7](=[CH:8][CH:9]=[C:10]([O:13][C:14]3[C:15]([Cl:23])=[CH:16][C:17]([CH2:18][OH:19])=[CH:20][C:21]=3[Cl:22])[CH:11]=2)[NH:6][CH:5]=1)([CH3:3])[CH3:2] |f:1.2|. Reported procedure: Preparation is carried out in analogy to the procedure of Example VI from 5.0 g (12.2 mmol) of aldehyde derivative from Example XVI by means of 1.39 g (36.61 mmol) of sodium borohydride. The reactants are ClC1=C(C=CC=C1)N1C(NC2=NC(=NC=C2C1)S(=O)(=O)CC1=CC=CC=C1)=O (3-(2-chlorophenyl)-7-benzylsulfonyl-3,4-dihydropyrimido[4,5-d]-pyrimidin-2(1H)-one), NC1CCN(CC1)C(=O)OCC (ethyl 4-amino-1-piperidinecarboxylate). Solvent: CO (methanol). Reaction conditions: temperature 150 celsius, time 1 hour. Product: ClC1=C(C=CC=C1)N1C(NC2=NC(=NC=C2C1)NC1CCN(CC1)C(=O)OCC)=O (3-(2-chlorophenyl)-7-(1-ethoxycarbonylpiperidin-4-ylamino)-3,4-dihydropyrimido[4,5-d]pyrimidin-2(1H)-one). Yield: 54.8%. RXN SMILES: [Cl:1][C:2]1[CH:7]=[CH:6][CH:5]=[CH:4][C:3]=1[N:8]1[CH2:17][C:16]2[C:11](=[N:12][C:13](S(CC3C=CC=CC=3)(=O)=O)=[N:14][CH:15]=2)[NH:10][C:9]1=[O:28].[NH2:29][CH:30]1[CH2:35][CH2:34][N:33]([C:36]([O:38][CH2:39][CH3:40])=[O:37])[CH2:32][CH2:31]1>CO>[Cl:1][C:2]1[CH:7]=[CH:6][CH:5]=[CH:4][C:3]=1[N:8]1[CH2:17][C:16]2[C:11](=[N:12][C:13]([NH:29][CH:30]3[CH2:31][CH2:32][N:33]([C:36]([O:38][CH2:39][CH3:40])=[O:37])[CH2:34][CH2:35]3)=[N:14][CH:15]=2)[NH:10][C:9]1=[O:28]. Procedure: Sulfone 9.1 (1.0 g, 2.41 mmol) was taken up in 5 mL ethyl 4-amino-1-piperidinecarboxylate (29 mmol) and stirred at 150° C. After 1 hour, the reaction slurry was cooled to room temperature, poured into 50 mL methanol, and filtered to collect a white solid. The solid was washed with an additional 50 mL methanol and dried in vacuo to yield 0.569 g of 3-(2-chlorophenyl)-7-(1-ethoxycarbonylpiperidin-4-ylamino)-3,4-dihydropyrimido[4,5-d]pyrimidin-2(1H)-one. Starting materials: FC=1C=C(OC2CCN(CC2)C(=O)OC(C)(C)C)C=CC1[N+](=O)[O-] (tert-Butyl 4-(3-fluoro-4-nitro phenoxy)piperidine-1-carboxylate). Reagents/catalysts: [Pd] (Pd/C). Solvent: CO (methanol). Yields the product NC1=C(C=C(OC2CCN(CC2)C(=O)OC(C)(C)C)C=C1)F (tert-Butyl 4-(4-amino-3-fluoro phenoxy)piperidine-1-carboxylate). Isolated yield 90.0%. As a reaction SMILES: [F:1][C:2]1[CH:3]=[C:4]([CH:19]=[CH:20][C:21]=1[N+:22]([O-])=O)[O:5][CH:6]1[CH2:11][CH2:10][N:9]([C:12]([O:14][C:15]([CH3:18])([CH3:17])[CH3:16])=[O:13])[CH2:8][CH2:7]1>CO.[Pd]>[NH2:22][C:21]1[CH:20]=[CH:19][C:4]([O:5][CH:6]2[CH2:7][CH2:8][N:9]([C:12]([O:14][C:15]([CH3:18])([CH3:16])[CH3:17])=[O:13])[CH2:10][CH2:11]2)=[CH:3][C:2]=1[F:1]. Procedure: tert-Butyl 4-(3-fluoro-4-nitro phenoxy)piperidine-1-carboxylate (9.22 g, 0.027 moles) was hydrogenated over 10% Pd/C (9.22 g) in methanol (92.2 mL) by bubbling hydrogen gas for 5 hours at ambient temperature. The mixture was filtered through a pad of celite, and the filtrate was concentrated under vacuum to obtain the title compound 7.54 g (Yield: 90%). The product was used as such in the next step without further purification. The reactants are C1(=CC=C(C=C1)S(=O)(=O)OCCC=1SC=CC1)C (2-[2-(4-toluenesulfonyloxy)ethyl]thiophene), [C-]#N.[Na+] (sodium cyanide). Solvent: CS(=O)C (dimethylsulfoxide). Run at temperature 90 celsius. The product is S1C(=CC=C1)CCC#N (2-thiophenepropionitrile). As a reaction SMILES: C1(C)C=CC(S(O[CH2:11][CH2:12][C:13]2[S:14][CH:15]=[CH:16][CH:17]=2)(=O)=O)=CC=1.[C-:19]#[N:20].[Na+]>CS(C)=O>[S:14]1[CH:15]=[CH:16][CH:17]=[C:13]1[CH2:12][CH2:11][C:19]#[N:20] |f:1.2|. Procedure: A mixture was prepared from 20.8 g of 2-[2-(4-toluenesulfonyloxy)ethyl]thiophene, 5.4 g of sodium cyanide and 175 ml of dimethylsulfoxide and this mixture was heated to 90° C. The mixture was quenched by pouring it into saturated aqueous ammonium chloride solution and the resulting solution was extracted into ethyl acetate. The ethyl acetate solution was dried over sodium sulfate and the solvent was evaporated under reduced pressure to give crude 2-thiophenepropionitrile. This product was mixed ... Reactants: NCCO (2-aminoethanol), ClC1=C(CN2C(=NC=3N(C(N(C(C23)=O)C)=O)C)N2CC(CCC2)C(=O)O)C(=CC=C1)F (1-[7-(2-chloro-6-fluorobenzyl)-1,3-dimethyl-2,6-dioxo-2,3,6,7-tetrahydro-1H-purin-8-yl]piperidine-3-carboxylic acid), polystyrene carbodiimide, CCOC(=O)C (EtOAc), CO (MeOH). Conditions: time 30 minute. Run in C(Cl)Cl (CH2Cl2). Product: ClC1=C(CN2C(=NC=3N(C(N(C(C23)=O)C)=O)C)N2CC(CCC2)C(=O)NCCO)C(=CC=C1)F (1-[7-(2-Chloro-6-fluorobenzyl)-1,3-dimethyl-2,6-dioxo-2,3,6,7-tetrahydro-1H-purin-8-yl]-N-(2-hydroxyethyl)piperidine-3-carboxamide). Isolated yield 33.8%. Reported procedure: A solution of 1-[7-(2-chloro-6-fluorobenzyl)-1,3-dimethyl-2,6-dioxo-2,3,6,7-tetrahydro-1H-purin-8-yl]piperidine-3-carboxylic acid (30 mg, 0.066 mmol) in 1.0 mL of CH2Cl2 at room temperature was treated with polystyrene-carbodiimide (1.15 mmol/g, 104 mg, 0.12 mmol) and stirred for 30 min. The reaction mixture was treated with 2-aminoethanol (0.004 mL, 0.066 mmol), allowed to rotate overnight, filtered, and concentrated in vacuo. The crude product was purified by preparative TLC chromatography elu... RXN SMILES: [Cl:1][C:2]1[CH:30]=[CH:29][CH:28]=[C:27]([F:31])[C:3]=1[CH2:4][N:5]1[C:13]2[C:12](=[O:14])[N:11]([CH3:15])[C:10](=[O:16])[N:9]([CH3:17])[C:8]=2[N:7]=[C:6]1[N:18]1[CH2:23][CH2:22][CH2:21][CH:20]([C:24](O)=[O:25])[CH2:19]1.[NH2:32][CH2:33][CH2:34][OH:35].CCOC(C)=O.CO>C(Cl)Cl>[Cl:1][C:2]1[CH:30]=[CH:29][CH:28]=[C:27]([F:31])[C:3]=1[CH2:4][N:5]1[C:13]2[C:12](=[O:14])[N:11]([CH3:15])[C:10](=[O:16])[N:9]([CH3:17])[C:8]=2[N:7]=[C:6]1[N:18]1[CH2:23][CH2:22][CH2:21][CH:20]([C:24]([NH:32][CH2:33][CH2:34][OH:35])=[O:25])[CH2:19]1. The reactants are C1CCNCC1, CSc1nccc(C=O)n1, CCO, O=C1CNC(=O)N1. Yields the product CSc1nccc(C=C2NC(=O)NC2=O)n1. Reaction SMILES: [CH2:18]1[CH2:19][CH2:20][NH:21][CH2:22][CH2:23]1.[CH3:1][S:2][c:3]1[n:4][cH:5][cH:6][c:7]([CH:9]=[O:10])[n:8]1.[CH3:24][CH2:25][OH:26].[O:11]=[C:12]1[CH2:13][NH:14][C:15](=[O:16])[NH:17]1>>[CH3:1][S:2][c:3]1[n:4][cH:5][cH:6][c:7]([CH:9]=[C:13]2[C:12](=[O:11])[NH:17][C:15](=[O:16])[NH:14]2)[n:8]1.